From a dataset of the Open Reaction Database (ORD), a public repository of structured organic reaction records. describe an organic reaction: reactants, conditions, products, and yield Solvent: CO (MeOH). Reactants: COC(=O)N[C@H](C(=O)N1[C@@H](CC[C@@H]1C)C(=O)OCC)C(C)C ((2S,5S)-Ethyl 1-((S)-2-(methoxycarbonylamino)-3-methylbutanoyl)-5-methylpyrrolidine-2-carboxylate), [Li+].[OH-] (LiOH). The product is CC1CCC(N1)C(=O)O (5-methylpyrrolidine-2-carboxylic acid). RXN SMILES: COC(N[C@@H](C(C)C)C([N:9]1[C@@H:13]([CH3:14])[CH2:12][CH2:11][C@H:10]1[C:15]([O:17]CC)=[O:16])=O)=O.[Li+].[OH-]>CO>[CH3:14][CH:13]1[NH:9][CH:10]([C:15]([OH:17])=[O:16])[CH2:11][CH2:12]1 |f:1.2|. Yield: 56.0%. Reported procedure: (2S,5S)-Ethyl 1-((S)-2-(methoxycarbonylamino)-3-methylbutanoyl)-5-methylpyrrolidine-2-carboxylate (39.3 mmol, assuming complete conversion from the previous transformation) was suspended in MeOH (200 mL) and aqueous LiOH (1.0 M, 100 mL, 100 mmol) was added. The reaction mixture was stirred o/n, then concentrated under reduced pressure to remove most of the MeOH. The aqueous solution was washed 2× with DCM before being acidified to pH˜1-2 with 10% HCl. The acidic aqueous phase was then extracted ... Reactants: CC1=NOC(=C1C)NS(=O)(=O)C1=C2C=CC=C(C2=CC=C1)C(=O)OC (5-[[(3,4-Dimethyl-5-isoxazolyl)amino]sulfonyl]-1-naphthalenecarboxylic acid, methyl ester), C[Mg]Br (methyl magnesium bromide), solution, CCOCC (ether). Solvent: O1CCCC1 (tetrahydrofuran). The product is CC1=NOC(=C1C)NS(=O)(=O)C1=CC=CC2=C(C=CC=C12)C(C)(C)O (N-(3,4-Dimethyl-5-isoxazolyl)-5-(1-hydroxy-1-methylethyl)-1-naphthalenesulfonamide). Reaction SMILES: [CH3:1][C:2]1[C:6]([CH3:7])=[C:5]([NH:8][S:9]([C:12]2[CH:21]=[CH:20][CH:19]=[C:18]3[C:13]=2[CH:14]=[CH:15][CH:16]=[C:17]3C(OC)=O)(=[O:11])=[O:10])[O:4][N:3]=1.[CH3:26][Mg]Br.CC[O:31][CH2:32][CH3:33]>O1CCCC1>[CH3:1][C:2]1[C:6]([CH3:7])=[C:5]([NH:8][S:9]([C:12]2[C:13]3[C:18](=[C:17]([C:32]([OH:31])([CH3:33])[CH3:26])[CH:16]=[CH:15][CH:14]=3)[CH:19]=[CH:20][CH:21]=2)(=[O:11])=[O:10])[O:4][N:3]=1. Procedure details: To a solution of Example 32 (0.99 g, 2.75 mmol) in dry tetrahydrofuran (50 mL) was added methyl magnesium bromide (4.58 mL of a 3M solution in ether, 13.7 mmol). The solution was heated at reflux for 75 minutes, quenched with 5% aqueous potassium hydrogen sulfate and extracted with ethyl acetate and the organic phase was washed with brine, dried (magnesium sulfate) and evaporated. The residue was combined with the product of a previous reaction (0.55 mmol scale) to afford 1.26 g of off-white foa...